Dataset: the Open Reaction Database (ORD), a public repository of structured organic reaction records. Task: describe an organic reaction: reactants, conditions, products, and yield Starting materials: C(C)(CC)[Li] (sec-Butyllithium), BrC=1C=C2C=CN(C2=CC1)[Si](C(C)C)(C(C)C)C(C)C (5-bromo-1-triisopropylsilylindole), C1(=CC=CC=C1)P(C1=CC=CC=C1)C1=CC=CC=C1 (triphenylphosphine), BrC1=C(C#N)C=CC=C1 (2-Bromobenzonitrile), N1C=CC2=CC=CC=C12 (indole). The reagents and catalysts are C/C(=C/C(=O)C)/[O-].C/C(=C/C(=O)C)/[O-].[Ni+2] (nickel acetylacetonate), CC(C)C[AlH]CC(C)C (DIBAL), [Cl-].[Cl-].[Zn+2] (ZnCl2). Solvent: C1CCOC1 (THF), C1CCOC1 (THF), [Cl-].[Na+].O (brine), CCOCC (ether), C1CCOC1 (THF). Reaction conditions: temperature 0 celsius, time 15 minute. The product is C(#N)C1=C(C=CC=C1)C=1C=C2C=CN(C2=CC1)[Si](C(C)C)(C(C)C)C(C)C (5-(2-cyanophenyl)-1-triisopropylsilylindole). Yield: 52.4%. As a reaction SMILES: C([Li])(CC)C.Br[C:7]1[CH:8]=[C:9]2[C:13](=[CH:14][CH:15]=1)[N:12]([Si:16]([CH:23]([CH3:25])[CH3:24])([CH:20]([CH3:22])[CH3:21])[CH:17]([CH3:19])[CH3:18])[CH:11]=[CH:10]2.C1(P(C2C=CC=CC=2)C2C=CC=CC=2)C=CC=CC=1.Br[C:46]1[CH:53]=[CH:52][CH:51]=[CH:50][C:47]=1[C:48]#[N:49].N1C2C(=CC=CC=2)C=C1>C1COCC1.[Cl-].[Na+].O.[Cl-].[Cl-].[Zn+2].C/C(/[O-])=C/C(C)=O.C/C(/[O-])=C/C(C)=O.[Ni+2].CC(C[AlH]CC(C)C)C.CCOCC>[C:48]([C:47]1[CH:50]=[CH:51][CH:52]=[CH:53][C:46]=1[C:7]1[CH:8]=[C:9]2[C:13](=[CH:14][CH:15]=1)[N:12]([Si:16]([CH:23]([CH3:25])[CH3:24])([CH:17]([CH3:18])[CH3:19])[CH:20]([CH3:21])[CH3:22])[CH:11]=[CH:10]2)#[N:49] |f:6.7.8,9.10.11,12.13.14|. Procedure details: sec-Butyllithium (41 mmole, 31.5 ml) was added dropwise over 10 minutes to 5-bromo-1-triisopropylsilylindole (40 mmoles, 14.0 g) in 400 ml THF at -78° C. The solution was stirred for 15 minutes. A solution of anhydrous ZnCl2 in 50 ml THF was added. The solution was warmed to 0° C. and stirred for 40 minutes. In a separate flask nickel acetylacetonate (1.5 mmole, 0.385 g) and triphenylphosphine (6.0 mmoles, 1.60 g) were dissolved in 20 ml of THF and cooled to -78° C. DIBAL (1.5 mmole, 1.5 ml of 1... Starting materials: C(C1=CC=CC=C1)OC(=O)C1N=C(OC1)C(CC(=O)OC)CC1=CC=C(C=C1)O[Si](C(C)C)(C(C)C)C(C)C (methyl (±)-3-[4-(benzyloxycarbonyl)-1,3-oxazolin-2-yl]-4-[4-(triisopropylsilyloxy)phenyl]butanoate), C1CCC2=NCCCN2CC1 (DBU), BrC(Cl)(Cl)Cl (bromotrichloromethane). Solvent: C(Cl)Cl (CH2Cl2). Yields the product C(C1=CC=CC=C1)OC(=O)C=1N=C(OC1)C(CC(=O)OC)CC1=CC=C(C=C1)O[Si](C(C)C)(C(C)C)C(C)C (Methyl (±)-3-[4-(benzyloxycarbonyl)-1,3-oxazol-2-yl]-4-[4-(triisopropylsilyloxy)phenyl]butanoate). The yield is 50.3%. Reaction SMILES: [CH2:1]([O:8][C:9]([CH:11]1[CH2:15][O:14][C:13]([CH:16]([CH2:22][C:23]2[CH:28]=[CH:27][C:26]([O:29][Si:30]([CH:37]([CH3:39])[CH3:38])([CH:34]([CH3:36])[CH3:35])[CH:31]([CH3:33])[CH3:32])=[CH:25][CH:24]=2)[CH2:17][C:18]([O:20][CH3:21])=[O:19])=[N:12]1)=[O:10])[C:2]1[CH:7]=[CH:6][CH:5]=[CH:4][CH:3]=1.C1CCN2C(=NCCC2)CC1.BrC(Cl)(Cl)Cl>C(Cl)Cl>[CH2:1]([O:8][C:9]([C:11]1[N:12]=[C:13]([CH:16]([CH2:22][C:23]2[CH:24]=[CH:25][C:26]([O:29][Si:30]([CH:37]([CH3:39])[CH3:38])([CH:34]([CH3:36])[CH3:35])[CH:31]([CH3:32])[CH3:33])=[CH:27][CH:28]=2)[CH2:17][C:18]([O:20][CH3:21])=[O:19])[O:14][CH:15]=1)=[O:10])[C:2]1[CH:3]=[CH:4][CH:5]=[CH:6][CH:7]=1. Procedure details: To a solution of methyl (±)-3-[4-(benzyloxycarbonyl)-1,3-oxazolin-2-yl]-4-[4-(triisopropylsilyloxy)phenyl]butanoate (4.45 g, 8.03 mmole) in CH2Cl2 (40 mL) at 0° C. was added DBU (1.4 mL, 9.64 mmole), followed by bromotrichloromethane (0.95 mL, 9.64 mmole). The mixture was allowed to warm to RT as the bath warmed. After 18 hr the mixture was concentrated. The residue was chromatographed on silica gel (20% EtOAc/hexanes) to give the title compound (2.23 g, 50%) as a clear oil: MS (ES) m/e 552 (M+H... Reactants: NC1=CC=C(C#N)C=C1 (4-aminobenzonitrile), COC(C1=CC(=CC=C1)O[C@@H](C)C(=O)O)=O (3-((S)-1-carboxy-ethoxy)-benzoic acid methyl ester), P(=O)(Cl)(Cl)Cl (phosphorous oxychloride). Solvent: O (water), N1=CC=CC=C1 (pyridine). Run at temperature 0 celsius, time 1 hour. Product: COC(C1=CC(=CC=C1)O[C@@H](C)C(NC1=CC=C(C=C1)C#N)=O)=O (3-[(S)-1-(4-cyano-phenylcarbamoyl)-ethoxy]-benzoic acid methyl ester). Isolated yield 90.6%. RXN SMILES: [CH3:1][O:2][C:3](=[O:16])[C:4]1[CH:9]=[CH:8][CH:7]=[C:6]([O:10][C@H:11]([C:13]([OH:15])=O)[CH3:12])[CH:5]=1.[NH2:17][C:18]1[CH:25]=[CH:24][C:21]([C:22]#[N:23])=[CH:20][CH:19]=1.P(Cl)(Cl)(Cl)=O>N1C=CC=CC=1.O>[CH3:1][O:2][C:3](=[O:16])[C:4]1[CH:9]=[CH:8][CH:7]=[C:6]([O:10][C@H:11]([C:13](=[O:15])[NH:17][C:18]2[CH:25]=[CH:24][C:21]([C:22]#[N:23])=[CH:20][CH:19]=2)[CH3:12])[CH:5]=1. Procedure details: Cool a solution of 3-((S)-1-carboxy-ethoxy)-benzoic acid methyl ester (0.32 g, 1.43 mmol) in pyridine (5 mL) to 0° C. and add 4-aminobenzonitrile (0.20 g 1.69 mmol) followed by phosphorous oxychloride (0.15 mL, 1.60 mmol). Stir the mixture at 0° C. for 1 hour then dilute with water and extract with EtOAc. Wash the combined organic portion with a 2N solution of hydrochloric acid then dry over anhydrous sodium sulfate and concentrate under reduced pressure to provide 0.42 g of 3-[(S)-1-(4-cyano-ph... Starting materials: ClC1=C(C=CC(=C1)C(=O)O)C(=O)O (2-chloro-1,4-benzenedicarboxylic acid), OS(=O)(=O)O (H2SO4). Reagents/catalysts: OS(=O)(=O)O (H2SO4). The solvent is C(C)(C)O (isopropyl alcohol). Reaction conditions: time 24 hour. Product: ClC1=C(C=CC(=C1)C(=O)OC(C)C)C(=O)OC(C)C (bis(1-methylethyl) 2-chloro-1,4-benzenedicarboxylate). Reaction SMILES: [Cl:1][C:2]1[CH:7]=[C:6]([C:8]([OH:10])=[O:9])[CH:5]=[CH:4][C:3]=1[C:11]([OH:13])=[O:12].OS(O)(=O)=O>C(O)(C)C.OS(O)(=O)=O>[Cl:1][C:2]1[CH:7]=[C:6]([C:8]([O:10][CH:2]([CH3:7])[CH3:3])=[O:9])[CH:5]=[CH:4][C:3]=1[C:11]([O:13][CH:5]([CH3:6])[CH3:4])=[O:12]. Procedure details: To 2.0 g of product from Example 1 suspended in 25 ml of isopropyl alcohol was added 0.3 ml of conc. H2SO4 and the reaction mixture heated at reflux for about 18 hours. Conc. H2SO4 (5 drops) was then added and heating continued for an additional 24 hours. The reaction mixture was cooled to room temperature. The solvent was removed and the residue treated with 50 ml of saturated sodium bicarbonate solution and 50 ml of ethyl acetate. The organic phase was dried over sodium sulfate and the solvent... Reactants: [F-].C(CCC)[N+](CCCC)(CCCC)CCCC (Tetra-butyl ammonium fluoride), COC1=CC=C(C=N1)C(C)=O (1-(6-methoxypyridin-3-yl)ethanone), FC(F)(F)[Si](C)(C)C ((trifluoromethyl)trimethylsilane), [NH4+].[Cl-] (NH4Cl). Run in C1CCOC1 (THF), C1CCOC1 (THF), C(C)(=O)OCC (ethyl acetate). Conditions: temperature 25 celsius, time 18 hour. The product is FC(C(C)(O)C=1C=NC(=CC1)OC)(F)F ((RS)-1,1,1-Trifluoro-2-(6-methoxypyridin-3-yl)propan-2-ol). As a reaction SMILES: [F-].C([N+](CCCC)(CCCC)CCCC)CCC.[CH3:19][O:20][C:21]1[N:26]=[CH:25][C:24]([C:27](=[O:29])[CH3:28])=[CH:23][CH:22]=1.[F:30][C:31]([Si](C)(C)C)([F:33])[F:32].[NH4+].[Cl-]>C(OCC)(=O)C.C1COCC1>[F:30][C:31]([F:33])([F:32])[C:27]([C:24]1[CH:25]=[N:26][C:21]([O:20][CH3:19])=[CH:22][CH:23]=1)([OH:29])[CH3:28] |f:0.1,4.5|. Reported procedure: 1.0M Tetra-butyl ammonium fluoride in THF (13.23 mL, 13.23 mmol) was added to a THF solution (20 mL) of 1-(6-methoxypyridin-3-yl)ethanone (2 g, 13.23 mmol) and (trifluoromethyl)trimethylsilane (3.76 g, 26.5 mmol) under nitrogen at 0° C. The reaction was warmed to 25° C. and stirred for 18 hours, at which time LCMS showed >95% conversion to product. The reaction was diluted with 50 mL ethyl acetate and poured into 100 mL saturated NH4Cl; the organic layer was washed with 100 mL brine, dried over ... Starting materials: OC1=CC=CC2=C1C(=NO2)OCC2CCN(CC2)C(=O)OC(C)(C)C (tert-Butyl 4-{[(4-hydroxy-1,2-benzisoxazol-3-yl)oxy]methyl}piperidine-1-carboxylate), C1(CCC(C1)O)O (1,4-cyclopentanediol), OCCC1CCN(CC1)C(=O)OC(C)(C)C (tert-butyl 4-(2-hydroxyethyl)piperidine-1-carboxylate). Product: O[C@@H]1CC[C@H](CC1)OC1=CC=CC2=C1C(=NO2)OCC2CCN(CC2)C(=O)OC(C)(C)C (tert-Butyl 4-[({4-[(trans-4-hydroxycyclohexyl)oxy]-1,2-benzisoxazol-3-yl}oxy)methyl]piperidine-1-carboxylate). Reaction SMILES: [OH:1][C:2]1[C:7]2[C:8]([O:11][CH2:12][CH:13]3[CH2:18][CH2:17][N:16]([C:19]([O:21][C:22]([CH3:25])([CH3:24])[CH3:23])=[O:20])[CH2:15][CH2:14]3)=[N:9][O:10][C:6]=2[CH:5]=[CH:4][CH:3]=1.[CH:26]1(O)[CH2:30][CH:29]([OH:31])[CH2:28][CH2:27]1.O[CH2:34]CC1CCN(C(OC(C)(C)C)=O)CC1>>[OH:31][C@H:29]1[CH2:28][CH2:27][C@H:34]([O:1][C:2]2[C:7]3[C:8]([O:11][CH2:12][CH:13]4[CH2:14][CH2:15][N:16]([C:19]([O:21][C:22]([CH3:25])([CH3:24])[CH3:23])=[O:20])[CH2:17][CH2:18]4)=[N:9][O:10][C:6]=3[CH:5]=[CH:4][CH:3]=2)[CH2:26][CH2:30]1. Reported procedure: The title compound was prepared according to the procedure described in Step 2 of EXAMPLE 7 using tert-butyl 4-{[(4-hydroxy-1,2-benzisoxazol-3-yl)oxy]methyl}piperidine-1-carboxylate (EXAMPLE 17, step 2) and 1,4-cyclopentanediol (mixture of isomers, cis: trans=ca. 1:1) instead of 4-(benzyloxy)-1,2-benzisoxazol-3-ol and tert-butyl 4-(2-hydroxyethyl)piperidine-1-carboxylate. Reactants: ClC1(C(NC2=CC=C(C=C12)Cl)=O)C1=C(C=CC=C1)OC (3,5-dichloro-3-(2-methoxyphenyl)-1,3-dihydro-2H-indol-2-one), N[C@H](C(=O)N(C)C)CC1=CC=NC=C1 ((2S)-2-amino-N,N-dimethyl-3-(4-pyridinyl) propanamide), ClC=1C=C2C(C(N(C2=CC1)S(=O)(=O)C1=C(C=C(C=C1)OC)OC(F)(F)F)=O)(C1=C(C=CC=C1)OC)N[C@H](C(=O)N(C)C)CC(=O)N ((2S)-2-[(5-chloro-3-(2-methoxyphenyl)-1-{[4-methoxy-2-(trifluoromethoxy)phenyl]sulfonyl}-2-oxo-2,3-dihydro-1H-indol-3-yl)amino]-N1,N1-dimethylsuccinamide). The product is ClC=1C=C2C(C(NC2=CC1)=O)(C1=C(C=CC=C1)OC)N[C@H](C(=O)N(C)C)CC1=CC=NC=C1 ((2S)-2-{[5-chloro-3-(2-methoxyphenyl)-2-oxo-2,3-dihydro-1H-indol-3-yl]amino}-N,N-dimethyl-3-(4-pyridinyl) propanamide). Reaction SMILES: Cl[C:2]1([C:13]2[CH:18]=[CH:17][CH:16]=[CH:15][C:14]=2[O:19][CH3:20])[C:10]2[C:5](=[CH:6][CH:7]=[C:8]([Cl:11])[CH:9]=2)[NH:4][C:3]1=[O:12].[NH2:21][C@@H:22]([CH2:28][C:29]1[CH:34]=[CH:33][N:32]=[CH:31][CH:30]=1)[C:23]([N:25]([CH3:27])[CH3:26])=[O:24].ClC1C=C2C(=CC=1)N(S(C1C=CC(OC)=CC=1OC(F)(F)F)(=O)=O)C(=O)C2(N[C@@H](CC(N)=O)C(N(C)C)=O)C1C=CC=CC=1OC>>[Cl:11][C:8]1[CH:9]=[C:10]2[C:5](=[CH:6][CH:7]=1)[NH:4][C:3](=[O:12])[C:2]2([NH:21][C@@H:22]([CH2:28][C:29]1[CH:30]=[CH:31][N:32]=[CH:33][CH:34]=1)[C:23]([N:25]([CH3:27])[CH3:26])=[O:24])[C:13]1[CH:18]=[CH:17][CH:16]=[CH:15][C:14]=1[O:19][CH3:20]. Procedure: With 0.78 g of 3,5-dichloro-3-(2-methoxyphenyl)-1,3-dihydro-2H-indol-2-one and 0.54 g of the compound obtained in Step 83-2 as starting materials, 268 mg of a diastereoisomer mixture of the title compound (pale yellow amorphous) was obtained by a similar method to Step 4-2. The reactants are C(CCC)[Li] (n-butyllithium), C(C1=CC=CC=C1)S (benzyl mercaptan), C1CCOC1 (THF), FC1=CC=C(C=O)C=C1 (p-fluorobenzaldehyde), C1CCOC1 (THF). Conditions: temperature 0 celsius, time 4 hour. The product is FC1=CC=C(C=C1)C1=C(C=CC=C1)C(CO)S (4-fluorophenyl-β-mercapto-benzene ethanol). Reaction SMILES: [CH2:1]([SH:8])[C:2]1[CH:7]=[CH:6][CH:5]=[CH:4][CH:3]=1.C([Li])CCC.[F:14][C:15]1[CH:22]=[CH:21][C:18](C=O)=[CH:17][CH:16]=1.C1C[O:26][CH2:25]C1>>[F:14][C:15]1[CH:22]=[CH:21][C:18]([C:3]2[CH:4]=[CH:5][CH:6]=[CH:7][C:2]=2[CH:1]([SH:8])[CH2:25][OH:26])=[CH:17][CH:16]=1. Procedure details: To a solution of 12.4 g (0.1 mole) of benzyl mercaptan (ie, benzenemethanethiol) in 150 ml of THF at 0° C. under moisture-free conditions, was added, dropwise, 14 g (0.22 mole) of n-butyllithium (1.6 m in hexane). After stirring at 0° C. for 4 hours (orange precipitate forms), the mixture was cooled to -25°. To this mixture was added a solution of 12.4 g (0.1 mole) of p-fluorobenzaldehyde in 100 ml of THF, dropwise. After stirring at -25° C. for 1 hour, a yellow solution occurs. The reaction was... Reactants: ClC1=C(C#N)C=CC(=C1CO)F (2-chloro-4-fluoro-3-(hydroxymethyl)benzonitrile), OC(C)(C)[C@@H]1[C@@H](NCC1)C ((2S,3S)-3-(1-hydroxy-1-methylethyl)-2-methylpyrrolidine), C([O-])([O-])=O.[Li+].[Li+] (lithium carbonate), O (Water). The solvent is CS(=O)C (dimethyl sulfoxide). Reaction conditions: temperature 140 celsius, time 10 minute. Yields the product ClC1=C(C#N)C=CC(=C1CO)N1[C@H]([C@H](CC1)C(C)(C)O)C (2-chloro-3-(hydroxymethyl)-4-[(2S,3S)-3-(1-hydroxy-1-methylethyl)-2-methylpyrrolidin-1-yl]benzonitrile). Yield: 34.1%. Reaction SMILES: [Cl:1][C:2]1[C:9]([CH2:10][OH:11])=[C:8](F)[CH:7]=[CH:6][C:3]=1[C:4]#[N:5].[OH:13][C:14]([C@H:17]1[CH2:21][CH2:20][NH:19][C@H:18]1[CH3:22])([CH3:16])[CH3:15].C(=O)([O-])[O-].[Li+].[Li+].O>CS(C)=O>[Cl:1][C:2]1[C:9]([CH2:10][OH:11])=[C:8]([N:19]2[CH2:20][CH2:21][C@H:17]([C:14]([OH:13])([CH3:16])[CH3:15])[C@@H:18]2[CH3:22])[CH:7]=[CH:6][C:3]=1[C:4]#[N:5] |f:2.3.4|. Procedure details: To a solution (2 mL) of 2-chloro-4-fluoro-3-(hydroxymethyl)benzonitrile (150 mg) in dimethyl sulfoxide were added (2S,3S)-3-(1-hydroxy-1-methylethyl)-2-methylpyrrolidine 1/2 oxalate (167 mg) and lithium carbonate (66 mg), and the mixture was stirred at 140° C. for 10 min in a microwave reaction apparatus. Water was added and the mixture was extracted with ethyl acetate. The extract was washed with saturated brine, dried over anhydrous sodium sulfate and concentrated under reduced pressure. The r...